This data is from the Open Reaction Database (ORD), a public repository of structured organic reaction records. The task is: describe an organic reaction: reactants, conditions, products, and yield Starting materials: Brc1cccc2ccsc12, CC(C)(C)P(c1ccccc1-c1ccccc1)C(C)(C)C, C1CCOC1, CC(C)O, ClC(Cl)Cl, CC1(C)OB(c2ccnc(Cl)c2)OC1(C)C, ClCCl, [Na+], [Na+], O=C([O-])[O-]. Product: Clc1cc(-c2cccc3ccsc23)ccn1. As a reaction SMILES: [Br:1][c:2]1[cH:3][cH:4][cH:5][c:6]2[c:7]1[s:8][cH:9][cH:10]2.[C:30]([P:31]([C:32]([CH3:33])([CH3:34])[CH3:35])[c:36]1[cH:37][cH:38][cH:39][cH:40][c:41]1-[c:42]1[cH:43][cH:44][cH:45][cH:46][cH:47]1)([CH3:48])([CH3:49])[CH3:50].[CH2:65]1[O:66][CH2:67][CH2:68][CH2:69]1.[CH:57]([OH:58])([CH3:59])[CH3:60].[CH:61]([Cl:62])([Cl:63])[Cl:64].[Cl:11][c:12]1[n:13][cH:14][cH:15][c:16]([B:18]2[O:19][C:20]([CH3:21])([CH3:22])[C:23]([CH3:24])([CH3:25])[O:26]2)[cH:17]1.[Cl:27][CH2:28][Cl:29].[Na+:51].[Na+:52].[O-:53][C:54](=[O:55])[O-:56]>>[c:2]1(-[c:16]2[cH:15][cH:14][n:13][c:12]([Cl:11])[cH:17]2)[cH:3][cH:4][cH:5][c:6]2[c:7]1[s:8][cH:9][cH:10]2. The reactants are reaction mixture, P(=O)([O-])([O-])[O-] (phosphate), CC(=O)OCC1=C(N2[C@@H]([C@@H](C2=O)NC(=O)CCCC(=O)O)SC1)C(=O)O (glutaryl-7ACA). Solvent: C(C)(=O)O (acetic acid). Reaction conditions: time 10 minute. Product: CC(=O)OCC1=C(N2[C@@H]([C@@H](C2=O)N)SC1)C(=O)O (7-ACA). As a reaction SMILES: P([O-])([O-])([O-])=O.[CH3:6][C:7]([O:9][CH2:10][C:11]1[CH2:28][S:27][C@@H:14]2[C@H:15]([NH:18]C(CCCC(O)=O)=O)[C:16](=[O:17])[N:13]2[C:12]=1[C:29]([OH:31])=[O:30])=[O:8]>C(O)(=O)C>[CH3:6][C:7]([O:9][CH2:10][C:11]1[CH2:28][S:27][C@@H:14]2[C@H:15]([NH2:18])[C:16](=[O:17])[N:13]2[C:12]=1[C:29]([OH:31])=[O:30])=[O:8]. Procedure details: 1 g of the cellular paste so obtained was suspended in 50 ml. of phosphate buffer 0,1M, pH 8,0, containing 2% glutaryl-7ACA, and incubated for 10 min. at 37° C. After such period of time, the reaction was stopped by the addition of 20% acetic acid, at the rate of 3 ml for 1 ml of the reaction mixture. The suspension obtained was centrifuged and the 7-ACA formed was quantified in the clear supernatant. Starting materials: CC(C)(OC(=O)N1CC=2OC3=C(C2CC1)C=CC(=C3)C(=O)OC)C (Methyl 2-(1,1-dimethylethoxycarbonyl)-1,2,3,4-tetrahydro-9H-pyrido[3,4-b]benzofuran-7-yl carboxylate), C1CCOC1.CO (THF MeOH), [Li+].[OH-] (LiOH). The solvent is O (H2O). Reaction conditions: temperature 30 celsius. Yields the product CC(C)(OC(=O)N1CC=2OC3=C(C2CC1)C=CC(=C3)C(=O)O)C (2-(1,1-dimethylethoxycarbonyl)-1,2,3,4-tetrahydro-9H-pyrido[3,4-b]benzofuran-7-yl carboxylic acid). As a reaction SMILES: [CH3:1][C:2]([CH3:24])([O:4][C:5]([N:7]1[CH2:15][CH2:14][C:13]2[C:12]3[CH:16]=[CH:17][C:18]([C:20]([O:22]C)=[O:21])=[CH:19][C:11]=3[O:10][C:9]=2[CH2:8]1)=[O:6])[CH3:3].C1COCC1.CO.[Li+].[OH-]>O>[CH3:3][C:2]([CH3:24])([O:4][C:5]([N:7]1[CH2:15][CH2:14][C:13]2[C:12]3[CH:16]=[CH:17][C:18]([C:20]([OH:22])=[O:21])=[CH:19][C:11]=3[O:10][C:9]=2[CH2:8]1)=[O:6])[CH3:1] |f:1.2,3.4|. Procedure: A solution of 11-11 (0.79 g, 2.38 mmol) in 1:1 THF/MeOH (30 mL) was treated with LiOH (0.95 g, 23.8 mmol) in 10 mL of H2O and heated to 30° C. overnight. The solvents were removed under vacuum and the residue was dissolved in H2O and acidified with 10% KHSO4 and extracted with EtOAc. The organic layer was dried over MgSO4, filtered and evaporated to give 11-12 as an off-white solid. The reactants are COC(=O)C(C)(C)Nc1nc(OC)ccc1[N+](=O)[O-], CCOCC. The product is COc1ccc2c(n1)NC(C)(C)C(=O)N2. RXN SMILES: [CH3:1][O:2][c:3]1[cH:4][cH:5][c:6]([N+:17]([O-:18])=[O:19])[c:7]([NH:9][C:10]([C:11](=[O:12])[O:13][CH3:14])([CH3:15])[CH3:16])[n:8]1.[CH3:20][CH2:21][O:22][CH2:23][CH3:24]>>[CH3:1][O:2][c:3]1[cH:4][cH:5][c:6]2[c:7]([n:8]1)[NH:9][C:10]([CH3:15])([CH3:16])[C:11](=[O:12])[NH:17]2. The reactants are COCCn1ccc(OCc2ccccc2)cc1=O, CCOC(C)=O. The product is COCCn1ccc(O)cc1=O. Reaction SMILES: [CH2:1]([c:2]1[cH:3][cH:4][cH:5][cH:6][cH:7]1)[O:8][c:9]1[cH:10][c:11](=[O:19])[n:12]([CH2:15][CH2:16][O:17][CH3:18])[cH:13][cH:14]1.[CH3:20][CH2:21][O:22][C:23](=[O:24])[CH3:25]>>[OH:8][c:9]1[cH:10][c:11](=[O:19])[n:12]([CH2:15][CH2:16][O:17][CH3:18])[cH:13][cH:14]1.